This data is from the Open Reaction Database (ORD), a public repository of structured organic reaction records. The task is: describe an organic reaction: reactants, conditions, products, and yield Run at time 1.5 hour. Yields the product C(C)(C)(C)OC(CC1(CC2=CC=CC=C2C1)C(=O)O)=O (2-(2-Tert-butoxy-2-oxoethyl)-2,3-dihydro-1H-indene-2-carboxylic acid). Procedure: To a solution of methyl 2-(2-tert-butoxy-2-oxoethyl)-2,3-dihydro-1H-indene-2-carboxylate (4.5 g, 15.50 mmol) in EtOH/THF (70 mL, 1:1) at room temperature was added 1 M sodium hydroxide (35 ml, 35.0 mmol), and the mixture was stirred at room temperature for 1.5 hour. To the reaction mixture was added DCM and acidified by 1 M HCl to pH=7. The mixture was extracted with DCM, and the combined organic layer was washed with brine and dried over anhydrous sodium sulfate, filtered and concentrated under... Isolated yield 15.0%. RXN SMILES: [C:1]([O:5][C:6](=[O:21])[CH2:7][C:8]1([C:17]([O:19]C)=[O:18])[CH2:16][C:15]2[C:10](=[CH:11][CH:12]=[CH:13][CH:14]=2)[CH2:9]1)([CH3:4])([CH3:3])[CH3:2].[OH-].[Na+].C(Cl)Cl.Cl>CCO.C1COCC1>[C:1]([O:5][C:6](=[O:21])[CH2:7][C:8]1([C:17]([OH:19])=[O:18])[CH2:16][C:15]2[C:10](=[CH:11][CH:12]=[CH:13][CH:14]=2)[CH2:9]1)([CH3:4])([CH3:2])[CH3:3] |f:1.2,5.6|. The solvent is CCO.C1CCOC1 (EtOH THF). Reactants: C(C)(C)(C)OC(CC1(CC2=CC=CC=C2C1)C(=O)OC)=O (methyl 2-(2-tert-butoxy-2-oxoethyl)-2,3-dihydro-1H-indene-2-carboxylate), [OH-].[Na+] (sodium hydroxide), Cl (HCl), C(Cl)Cl (DCM). Reactants: CCO, CCCCCCCC=Cc1cccc(OC)c1, Cl. Product: CCCCCCCCCc1cccc(OC)c1. As a reaction SMILES: [CH3:19][CH2:20][OH:21].[CH3:1][O:2][c:3]1[cH:4][c:5]([CH:9]=[CH:10][CH2:11][CH2:12][CH2:13][CH2:14][CH2:15][CH2:16][CH3:17])[cH:6][cH:7][cH:8]1.[ClH:18]>>[CH3:1][O:2][c:3]1[cH:4][c:5]([CH2:9][CH2:10][CH2:11][CH2:12][CH2:13][CH2:14][CH2:15][CH2:16][CH3:17])[cH:6][cH:7][cH:8]1.